Dataset: the Open Reaction Database (ORD), a public repository of structured organic reaction records. Task: describe an organic reaction: reactants, conditions, products, and yield Reactants: CI (methyl iodide), [H-].[Na+] (Sodium hydride), oil, ClC1=C(C=CC=C1)NC(=O)C1=CC2=C(C3=C(OCC2)C=CN=C3)S1 (N-(2-chlorophenyl)-4,5-dihydropyrido[4,3-b]thieno[2,3-d]oxepin-2-carboxamide), O (water). Solvent: O1CCCC1 (tetrahydrofuran). Conditions: time 30 minute. The product is ClC1=C(C=CC=C1)N(C(=O)C1=CC2=C(C3=C(OCC2)C=CN=C3)S1)C (N-(2-chlorophenyl)-N-methyl-4,5-dihydropyrido[4,3-b]thieno[2,3-d]oxepin-2-carboxamide). Isolated yield 67.4%. As a reaction SMILES: [H-].[Na+].[Cl:3][C:4]1[CH:9]=[CH:8][CH:7]=[CH:6][C:5]=1[NH:10][C:11]([C:13]1[S:26][C:16]2[C:17]3[CH:25]=[N:24][CH:23]=[CH:22][C:18]=3[O:19][CH2:20][CH2:21][C:15]=2[CH:14]=1)=[O:12].[CH3:27]I.O>O1CCCC1>[Cl:3][C:4]1[CH:9]=[CH:8][CH:7]=[CH:6][C:5]=1[N:10]([CH3:27])[C:11]([C:13]1[S:26][C:16]2[C:17]3[CH:25]=[N:24][CH:23]=[CH:22][C:18]=3[O:19][CH2:20][CH2:21][C:15]=2[CH:14]=1)=[O:12] |f:0.1|. Reported procedure: Sodium hydride, 60% dispersion in mineral oil (80 mg, 2.0 mmol) was added to a solution of N-(2-chlorophenyl)-4,5-dihydropyrido[4,3-b]thieno[2,3-d]oxepin-2-carboxamide (71.4 mg, 0.2 mmol) in 10 ml of tetrahydrofuran. The mixture was stirred for 30 min and mixed with methyl iodide (0.12 mL, 2.0 mmol). The reaction mixture was stirred for 1 hour. The mixture was mixed with 50 ml of iced water and extracted with ethyl acetate twice. The combined ethyl acetate solution was washed with brine, dried o... Run in C(C)OCC (diethylether). Yields the product C(C1=CC=CC=C1)C1CCN(CC1)CC(=O)NC1=CC2=C(NC=N2)C=C1 (2-(4-Benzyl-piperidine-1-yl)-N-(1H-benzimidazol-5-yl)-acetamide). As a reaction SMILES: Cl[CH2:2][C:3]([NH:5][C:6]1[CH:14]=[CH:13][C:9]2[NH:10][CH:11]=[N:12][C:8]=2[CH:7]=1)=[O:4].[CH2:15]([CH:22]1[CH2:27][CH2:26][NH:25][CH2:24][CH2:23]1)[C:16]1[CH:21]=[CH:20][CH:19]=[CH:18][CH:17]=1>C(OCC)C>[CH2:15]([CH:22]1[CH2:27][CH2:26][N:25]([CH2:2][C:3]([NH:5][C:6]2[CH:14]=[CH:13][C:9]3[NH:10][CH:11]=[N:12][C:8]=3[CH:7]=2)=[O:4])[CH2:24][CH2:23]1)[C:16]1[CH:21]=[CH:20][CH:19]=[CH:18][CH:17]=1. Procedure details: The title compound is prepared from 2-chloro-N-(1H-benzimidazol-5-yl)-acetamide and 4-benzyl-piperidine according to the method described in Example 142b. Melting Point: 185-189° C. (diethylether) Starting materials: ClCC(=O)NC1=CC2=C(NC=N2)C=C1 (2-chloro-N-(1H-benzimidazol-5-yl)-acetamide), C(C1=CC=CC=C1)C1CCNCC1 (4-benzyl-piperidine). The reactants are O=C(CCCCC(=O)O)C1=CC=CC=C1 (6-Oxo-6-phenylhexanoic acid), S(=O)(Cl)Cl (thionyl chloride), solid. Solvent: C1=CC=CC=C1 (benzene). The product is O=C(CCCCC(=O)Cl)C1=CC=CC=C1 (6-Oxo-6-phenylhexanoyl chloride). As a reaction SMILES: [O:1]=[C:2]([C:10]1[CH:15]=[CH:14][CH:13]=[CH:12][CH:11]=1)[CH2:3][CH2:4][CH2:5][CH2:6][C:7](O)=[O:8].S(Cl)([Cl:18])=O>C1C=CC=CC=1>[O:1]=[C:2]([C:10]1[CH:15]=[CH:14][CH:13]=[CH:12][CH:11]=1)[CH2:3][CH2:4][CH2:5][CH2:6][C:7]([Cl:18])=[O:8]. Procedure details: 6-Oxo-6-phenylhexanoic acid (10.3g; 50 mmole), thionyl chloride (25 ml) and dry benzene (150 ml) were heated under reflux for 3 hours. The reagent and solvent were removed on the rotary evaporator. A further 100 ml of benzene was added and the solution again evaporated under reduced pressure (to remove last traces of thionyl chloride). The quantitatively formed, analytically pure brown solid (mp 53°-56°) was used directly in the Friedel-Crafts acylation of step (b). Starting materials: CCCc1nc(CC)c(Br)c(=O)n1Cc1ccc(-c2ccccc2C#N)cc1, O=C([O-])[O-], C1COCCO1, CCOC(C)=O, CC(C)Oc1ccc(B(O)O)cn1, [Cs+], [Cs+]. The product is CCCc1nc(CC)c(-c2ccc(OC(C)C)nc2)c(=O)n1Cc1ccc(-c2ccccc2C#N)cc1. As a reaction SMILES: [Br:1][c:2]1[c:3]([CH2:27][CH3:28])[n:4][c:5]([CH2:24][CH2:25][CH3:26])[n:6]([CH2:9][c:10]2[cH:11][cH:12][c:13](-[c:16]3[c:17]([C:22]#[N:23])[cH:18][cH:19][cH:20][cH:21]3)[cH:14][cH:15]2)[c:7]1=[O:8].[C:42](=[O:43])([O-:44])[O-:45].[CH2:48]1[O:49][CH2:50][CH2:51][O:52][CH2:53]1.[CH3:54][CH2:55][O:56][C:57](=[O:58])[CH3:59].[CH:29]([CH3:30])([CH3:31])[O:32][c:33]1[cH:34][cH:35][c:36]([B:39]([OH:40])[OH:41])[cH:37][n:38]1.[Cs+:46].[Cs+:47]>>[c:2]1(-[c:36]2[cH:35][cH:34][c:33]([O:32][CH:29]([CH3:30])[CH3:31])[n:38][cH:37]2)[c:3]([CH2:27][CH3:28])[n:4][c:5]([CH2:24][CH2:25][CH3:26])[n:6]([CH2:9][c:10]2[cH:11][cH:12][c:13](-[c:16]3[c:17]([C:22]#[N:23])[cH:18][cH:19][cH:20][cH:21]3)[cH:14][cH:15]2)[c:7]1=[O:8].